Dataset: the Open Reaction Database (ORD), a public repository of structured organic reaction records. Task: describe an organic reaction: reactants, conditions, products, and yield Reactants: CC(C)(C)[Si](C)(C)Cl, ClCCl, COc1cc(F)c(C(C)C)cc1-c1ccc(C(F)(F)F)cc1CO, O, c1c[nH]cn1. Product: COc1cc(F)c(C(C)C)cc1-c1ccc(C(F)(F)F)cc1CO[Si](C)(C)C(C)(C)C. RXN SMILES: [C:1]([CH3:2])([CH3:3])([CH3:4])[Si:5]([CH3:6])([CH3:7])[Cl:8].[Cl:39][CH2:40][Cl:41].[F:14][c:15]1[cH:16][c:17]([O:36][CH3:37])[c:18](-[c:24]2[c:25]([CH2:34][OH:35])[cH:26][c:27]([C:30]([F:31])([F:32])[F:33])[cH:28][cH:29]2)[cH:19][c:20]1[CH:21]([CH3:22])[CH3:23].[OH2:38].[nH:9]1[cH:10][cH:11][n:12][cH:13]1>>[C:1]([CH3:2])([CH3:3])([CH3:4])[Si:5]([CH3:6])([CH3:7])[O:35][CH2:34][c:25]1[c:24](-[c:18]2[c:17]([O:36][CH3:37])[cH:16][c:15]([F:14])[c:20]([CH:21]([CH3:22])[CH3:23])[cH:19]2)[cH:29][cH:28][c:27]([C:30]([F:31])([F:32])[F:33])[cH:26]1. Reactants: C(C)(=O)OCC(=O)N(C1=CC=C(C=C1)Cl)[C@@H]1C[C@@H](N(C2=CC=CC=C12)C(C1=CC(=CC(=C1)C(F)(F)F)C(F)(F)F)=O)C (2-[{(2S,4R)-1-[3,5-bis(trifluoromethyl)benzoyl]-2-methyl-1,2,3,4-tetrahydroquinolin-4-yl}(4-chlorophenyl)amino]-2-oxoethyl acetate), [OH-].[K+] (potassium hydroxide), Cl (HCl). The solvent is C(C)O (ethanol), O (water). Conditions: temperature 70 celsius. Product: ClC1=CC=C(C=C1)N(C(CO)=O)[C@@H]1C[C@@H](NC2=CC=CC=C12)C (N-(4-chlorophenyl)-2-hydroxy-N-[(2S,4R)-2-methyl-1,2,3,4-tetrahydroquinolin-4-yl]acetamide). RXN SMILES: C([O:4][CH2:5][C:6]([N:8]([C@H:16]1[C:25]2[C:20](=[CH:21][CH:22]=[CH:23][CH:24]=2)[N:19](C(=O)C2C=C(C(F)(F)F)C=C(C(F)(F)F)C=2)[C@@H:18]([CH3:42])[CH2:17]1)[C:9]1[CH:14]=[CH:13][C:12]([Cl:15])=[CH:11][CH:10]=1)=[O:7])(=O)C.[OH-].[K+].Cl>C(O)C.O>[Cl:15][C:12]1[CH:11]=[CH:10][C:9]([N:8]([C@H:16]2[C:25]3[C:20](=[CH:21][CH:22]=[CH:23][CH:24]=3)[NH:19][C@@H:18]([CH3:42])[CH2:17]2)[C:6](=[O:7])[CH2:5][OH:4])=[CH:14][CH:13]=1 |f:1.2|. Procedure details: To a solution of 2-[{(2S,4R)-1-[3,5-bis(trifluoromethyl)benzoyl]-2-methyl-1,2,3,4-tetrahydroquinolin-4-yl}(4-chlorophenyl)amino]-2-oxoethyl acetate (500 mg, 0.82 mmol, 1 equ.) in ethanol (6 mL) and water (1 mL) was added potassium hydroxide (229 mg, 4.1 mmol, 5 equ.). The mixture was heated to 70° C. for 4 h. The mixture was neutralized with 1N aqueous HCl and extracted with ethyl acetate. The organic layer was separated, washed with a saturated aqueous solution of sodium bicarbonate and twice w...